This data is from the Open Reaction Database (ORD), a public repository of structured organic reaction records. The task is: describe an organic reaction: reactants, conditions, products, and yield The reactants are C(C)(C)(C)NC(C(C(C)(C)C)=N[C@@H](C)C1=CC=CC=C1)=O ((S)-N-tert-butyl-3,3-dimethyl-2-(1-phenylethylimino)-butyramide). The reagents and catalysts are [Pd] (Pd/C). The solvent is CO (methanol). Conditions: time 51 hour. Yields the product C(C)(C)(C)NC([C@@H](N)C(C)(C)C)=O ((S)-N-tert-butyl-tert-leucinamide). The yield is 60.4%. Reaction SMILES: [C:1]([NH:5][C:6](=[O:21])[C:7](=[N:12][C@H](C1C=CC=CC=1)C)[C:8]([CH3:11])([CH3:10])[CH3:9])([CH3:4])([CH3:3])[CH3:2]>CO.[Pd]>[C:1]([NH:5][C:6](=[O:21])[C@H:7]([C:8]([CH3:11])([CH3:10])[CH3:9])[NH2:12])([CH3:4])([CH3:3])[CH3:2]. Procedure details: A solution of 20.0 g (69.3 mmol) of (S)-N-tert-butyl-3,3-dimethyl-2-(1-phenylethylimino)-butyramide in 155 ml of methanol was hydrogenated in a low pressure hydrogenation apparatus in the presence of 12.5 g of 5 percent Pd/C at 40° C. and normal pressure for 51 hours. After cooling the catalyst was filtered off and the filtrate was evaporated to dryness: 11.9 g (92.2%) of white crystals containing 94.4% (S)-N-tert-butyl-tert-leucinamide, 92.5% e.e. Recrystallization from 50 ml of hexane yielded ... Starting materials: Oc1cncc(Br)c1, CN(C)C=O, CC1CCCO1, CCOC(C)=O, CC(C)(C)[O-], COC(=O)c1ccc(F)cc1F, [K+]. Product: COC(=O)c1ccc(F)cc1Oc1cncc(Br)c1. As a reaction SMILES: [Br:1][c:2]1[cH:3][c:4]([OH:8])[cH:5][n:6][cH:7]1.[CH3:27][N:28]([CH3:29])[CH:30]=[O:31].[CH3:32][CH:33]1[CH2:34][CH2:35][CH2:36][O:37]1.[CH3:38][CH2:39][O:40][C:41](=[O:42])[CH3:43].[CH3:9][C:10]([CH3:11])([O-:12])[CH3:13].[F:15][c:16]1[c:17]([C:18](=[O:19])[O:20][CH3:21])[cH:22][cH:23][c:24]([F:26])[cH:25]1.[K+:14]>>[Br:1][c:2]1[cH:3][c:4]([O:8][c:16]2[c:17]([C:18](=[O:19])[O:20][CH3:21])[cH:22][cH:23][c:24]([F:26])[cH:25]2)[cH:5][n:6][cH:7]1. The reactants are C(C)[C@]12C[C@@H]([C@](C[C@H]2CCC2=CC(=CC=C12)O)(O)C1=CC=C(C=C1)F)O ((2R,3S,4aR,10aR)-4a-Ethyl-2-(4-fluorophenyl)-1,2,3,4,4a,9,10,10a-octahydrophenanthrene-2,3,7-triol), Cl.ClCC=1C(=NC=CC1)C (3-chloromethyl-2-methylpyridine hydrochloride). The product is C(C)[C@]12C[C@@H]([C@](C[C@H]2CCC2=CC(=CC=C12)OCC=1C(=NC=CC1)C)(O)C1=CC=C(C=C1)F)O ((2R,3S,4aR,10aR)-4a-Ethyl-2-(4-fluorophenyl)-7-(2-methylpyridin-3-ylmethoxy)-1,2,3,4,4a,9,10,10a-octahydrophenanthrene-2,3-diol). Reaction SMILES: [CH2:1]([C@:3]12[C:16]3[C:11](=[CH:12][C:13]([OH:17])=[CH:14][CH:15]=3)[CH2:10][CH2:9][C@@H:8]1[CH2:7][C@:6]([C:19]1[CH:24]=[CH:23][C:22]([F:25])=[CH:21][CH:20]=1)([OH:18])[C@@H:5]([OH:26])[CH2:4]2)[CH3:2].Cl.Cl[CH2:29][C:30]1[C:31]([CH3:36])=[N:32][CH:33]=[CH:34][CH:35]=1>>[CH2:1]([C@:3]12[C:16]3[C:11](=[CH:12][C:13]([O:17][CH2:29][C:30]4[C:31]([CH3:36])=[N:32][CH:33]=[CH:34][CH:35]=4)=[CH:14][CH:15]=3)[CH2:10][CH2:9][C@@H:8]1[CH2:7][C@:6]([C:19]1[CH:24]=[CH:23][C:22]([F:25])=[CH:21][CH:20]=1)([OH:18])[C@@H:5]([OH:26])[CH2:4]2)[CH3:2] |f:1.2|. Procedure details: The title compound was prepared starting from the title product of Example 28 and 3-chloromethyl-2-methylpyridine hydrochloride using the same procedure outlined for Example 2. Product was isolated by flash chromatography eluting with 35% ethyl acetate in hexane. Mass spectrum: m/e 462 (M+1). Reactants: O=C(NCCC1OCCO1)c1cc(Br)c(Br)[nH]1, CC(C)=O, O, O, Cc1ccc(S(=O)(=O)O)cc1. Product: O=CCCNC(=O)c1cc(Br)c(Br)[nH]1. Reaction SMILES: [Br:1][c:2]1[cH:3][c:4]([C:8](=[O:9])[NH:10][CH2:11][CH2:12][CH:13]2[O:14][CH2:17][CH2:16][O:15]2)[nH:5][c:6]1[Br:7].[CH3:31][C:32]([CH3:33])=[O:34].[OH2:18].[OH2:30].[c:19]1([CH3:20])[cH:21][cH:22][c:23]([S:24]([OH:25])(=[O:26])=[O:27])[cH:28][cH:29]1>>[Br:1][c:2]1[cH:3][c:4]([C:8](=[O:9])[NH:10][CH2:11][CH2:12][CH:13]=[O:14])[nH:5][c:6]1[Br:7].